From a dataset of the Open Reaction Database (ORD), a public repository of structured organic reaction records. describe an organic reaction: reactants, conditions, products, and yield Reactants: C(=O)O (Formic acid), C(C)(=O)OC(C)=O (acetic anhydride), OCC1=CC=C(C(=O)O)C=C1 (4-hydroxymethylbenzoic acid). Solvent: O (water). Conditions: temperature 50 celsius, time 30 minute. The product is C(=O)OCC1=CC=C(C(=O)O)C=C1 (4-Formyloxymethylbenzoic acid). The yield is 91.0%. RXN SMILES: [CH:1]([OH:3])=[O:2].C(OC(=O)C)(=O)C.O[CH2:12][C:13]1[CH:21]=[CH:20][C:16]([C:17]([OH:19])=[O:18])=[CH:15][CH:14]=1>O>[CH:1]([O:3][CH2:12][C:13]1[CH:21]=[CH:20][C:16]([C:17]([OH:19])=[O:18])=[CH:15][CH:14]=1)=[O:2]. Reported procedure: Formic acid (1.24 ml) and acetic anhydride (0.62 ml) were mixed and stirred at 50° C. for 30 minutes. This solution was cooled to 0° C., added with 4-hydroxymethylbenzoic acid (500 mg) and stirred at room temperature for 4.5 hours. The reaction mixture was added with water (5 ml) and extracted twice with ethyl acetate (5 ml). The organic layer was dried over anhydrous magnesium sulfate, and then the solvent was evaporated under reduced pressure to obtain 536 mg of the title compound. Yield: 91%. Starting materials: C(C)(=O)[O-].[Na+] (sodium acetate), P(=O)(Cl)(Cl)Cl (phosphorus oxychloride), P(=O)(Cl)(Cl)Cl (phosphorus oxychloride), O[C@]1(C(C)=O)[C@H](C[C@H]2[C@@H]3CCC4=CC(CC[C@]4(C)C3=CC[C@]12C)=O)C (17α-hydroxy-16β-methyl-4,9(11)-pregnadiene-3,20-dione). Run in C(Cl)(Cl)Cl (chloroform), COCOC (formaldehyde dimethylacetal). Run at temperature 65 celsius, time 6.5 hour. Product: O[C@]1(C(C)=O)[C@H](C[C@H]2[C@@H]3CC(C4=CC(CC[C@]4(C)C3=CC[C@]12C)=O)=C)C (17α-hydroxy-16β-methyl-6-methylene-4,9(11)-pregnadiene-3,20-dione). Yield: 57.0%. Reaction SMILES: [C:1]([O-])(=O)C.[Na+].P(Cl)(Cl)(Cl)=O.[OH:11][C@:12]1([C@:32]2([CH3:33])[C@H:18]([C@H:19]3[C:29](=[CH:30][CH2:31]2)[C@:27]2([CH3:28])[C:22](=[CH:23][C:24](=[O:34])[CH2:25][CH2:26]2)[CH2:21][CH2:20]3)[CH2:17][C@@H:16]1[CH3:35])[C:13](=[O:15])[CH3:14]>C(Cl)(Cl)Cl.COCOC>[OH:11][C@:12]1([C@:32]2([CH3:33])[C@H:18]([C@H:19]3[C:29](=[CH:30][CH2:31]2)[C@:27]2([CH3:28])[C:22](=[CH:23][C:24](=[O:34])[CH2:25][CH2:26]2)[C:21](=[CH2:1])[CH2:20]3)[CH2:17][C@@H:16]1[CH3:35])[C:13](=[O:15])[CH3:14] |f:0.1|. Procedure details: A suspension of 10.0 g of sodium acetate in 300 ml of chloroform and 300 ml of formaldehyde dimethylacetal is stirred with 19 ml of phosphorus oxychloride for one hour at a bath temperature of 65° C. After adding 10.0 g of 17α-hydroxy-16β-methyl-4,9(11)-pregnadiene-3,20-dione, another 19 ml of phosphorus oxychloride is added dropwise and the reaction solution is stirred for another 6.5 hours at 65° C. The cooled-off solution is treated with such an amount of a saturated soda solution that the aq... Reactants: CC(C)CC(N)C(=O)O, Cl, [Na+], [Na+], O=C([O-])[O-], C1CCOC1, O, O=C(Cl)OCC1c2ccccc2-c2ccccc21. Product: CC(C)CC(NC(=O)OCC1c2ccccc2-c2ccccc21)C(=O)O. Reaction SMILES: [CH3:1][CH:2]([CH3:3])[CH2:4][CH:5]([NH2:6])[C:7]([OH:8])=[O:9].[ClH:34].[Na+:10].[Na+:11].[O-:12][C:13](=[O:14])[O-:15].[O:35]1[CH2:36][CH2:37][CH2:38][CH2:39]1.[OH2:40].[cH:16]1[cH:17][cH:18][cH:19][c:20]2[c:28]1[CH:27]([CH2:29][O:30][C:31](=[O:32])[Cl:33])[c:26]1[c:21]-2[cH:22][cH:23][cH:24][cH:25]1>>[CH3:1][CH:2]([CH3:3])[CH2:4][CH:5]([NH:6][C:31]([O:30][CH2:29][CH:27]1[c:26]2[c:21]([cH:22][cH:23][cH:24][cH:25]2)-[c:20]2[cH:19][cH:18][cH:17][cH:16][c:28]21)=[O:32])[C:7]([OH:8])=[O:9]. Starting materials: C(#N)[BH3-].[Na+] (Sodium cyanoborohydride), C(CC(C)C)=O (Isovaleraldehyde), C(C)OC(=O)[C@@H]1[C@H]2CC[C@@H]([C@@H]1N)C2 ((1S,2R,3S,4R)-3-amino-bicyclo[2.2.1]heptane-2-carboxylic acid ethyl ester). Reagents/catalysts: C(C)(=O)O (acetic acid). Solvent: CO (methanol). Conditions: temperature 25 celsius, time 2 hour. Yields the product C(C)OC(=O)[C@@H]1[C@H]2CC[C@@H]([C@@H]1NCC(C)C)C2 ((1S,2R,3S,4R)-3-isobutylamino-bicyclo[2.2.1]heptane-2-carboxylic acid ethyl ester). As a reaction SMILES: C(=O)[CH2:2][CH:3]([CH3:5])[CH3:4].[CH2:7]([O:9][C:10]([C@H:12]1[C@@H:17]([NH2:18])[C@H:16]2[CH2:19][C@@H:13]1[CH2:14][CH2:15]2)=[O:11])[CH3:8].C([BH3-])#N.[Na+]>C(O)(=O)C.CO>[CH2:7]([O:9][C:10]([C@H:12]1[C@@H:17]([NH:18][CH2:2][CH:3]([CH3:5])[CH3:4])[C@H:16]2[CH2:19][C@@H:13]1[CH2:14][CH2:15]2)=[O:11])[CH3:8] |f:2.3|. Reported procedure: Isovaleraldehyde (0.374 mL, 4.10 mmol) and 10 drops glacial acetic acid were added sequentially to a solution of (1S,2R,3S,4R)-3-amino-bicyclo[2.2.1]heptane-2-carboxylic acid ethyl ester (prepared as described in Example 6k, 0.750 g, 4.09 mmol) in methanol (12 mL) at 25° C. Sodium cyanoborohydride (0.643 g, 10.2 mmol) was added, and the reaction mixture was stirred at 25° C. for 2 h, and then was partitioned between half-saturated aqueous sodium bicarbonate solution (150 mL) and ethyl acetate (2... The reactants are O=C(CBr)c1ccc(CO)cc1, CCOC(C)=O, [Cl-], [H-], [NH4+], [Na+], CN(C)C=O, COC(=O)c1ccc[nH]1. The product is COC(=O)c1cccn1CC(=O)c1ccc(CO)cc1. Reaction SMILES: [Br:12][CH2:13][C:14](=[O:15])[c:16]1[cH:17][cH:18][c:19]([CH2:22][OH:23])[cH:20][cH:21]1.[CH3:31][CH2:32][O:33][C:34]([CH3:35])=[O:36].[Cl-:24].[H-:10].[NH4+:25].[Na+:11].[O:26]=[CH:27][N:28]([CH3:29])[CH3:30].[nH:1]1[c:2]([C:6](=[O:7])[O:8][CH3:9])[cH:3][cH:4][cH:5]1>>[n:1]1([CH2:13][C:14](=[O:15])[c:16]2[cH:17][cH:18][c:19]([CH2:22][OH:23])[cH:20][cH:21]2)[c:2]([C:6](=[O:7])[O:8][CH3:9])[cH:3][cH:4][cH:5]1. Reactants: solution, C(CCC)[Li] (n-butyllithium), B(OC)(OC)OC (trimethyl borate), BrC=1C=C2C(C=3C=CC=CC3N3C2=C(C1)C=1C=C(C=CC13)C1=CC=CC=C1)(C)C (6-bromo-8,8-dimethyl-3-phenyl-8H-indolo[3,2,1-de]-acridine), C1CCOC1 (THF). Solvent: C1CCCCC1 (cyclohexane). Product: CC1(C=2C=CC=CC2N2C3=C(C=C(C=C13)C1=CC=CC=C1)C=1C=C(C=CC12)B(O)O)C (8,8-Dimethyl-6-phenyl-8H-indolo[3,2,1-de]acridine-3-boronic acid). RXN SMILES: Br[C:2]1[CH:3]=[C:4]2[C:13]3=[C:14]([C:16]4[CH:17]=[C:18](C5C=CC=CC=5)[CH:19]=[CH:20][C:21]=4[N:12]3[C:11]3[CH:10]=[CH:9][CH:8]=[CH:7][C:6]=3[C:5]2([CH3:29])[CH3:28])[CH:15]=1.[CH2:30]([Li])[CH2:31][CH2:32][CH3:33].[B:35]([O:40]C)(OC)[O:36]C.[CH2:42]1COC[CH2:43]1>C1CCCCC1>[CH3:29][C:5]1([CH3:28])[C:4]2[C:13]3=[C:14]([C:6]4[CH:7]=[C:8]([B:35]([OH:40])[OH:36])[CH:9]=[CH:10][C:11]=4[N:12]3[C:21]3[CH:16]=[CH:17][CH:18]=[CH:19][C:20]1=3)[CH:15]=[C:2]([C:30]1[CH:43]=[CH:42][CH:33]=[CH:32][CH:31]=1)[CH:3]=2. Reported procedure: 113.4 g (259 mmol) of 6-bromo-8,8-dimethyl-3-phenyl-8H-indolo[3,2,1-de]-acridine are dissolved in 1500 ml of dry THF, 135 ml (337 mmol) of a 2.5 M solution of n-butyllithium in cyclohexane are added dropwise at −70° C., after 1 h 37 ml of trimethyl borate (336 mmol) are added dropwise, the mixture is warmed to room temperature over the course of 1 h, the solvent is removed, and the residue, which is uniform according to 1H-NMR, is employed in the subsequent reaction without further purification. Starting materials: C(#N)C1=CC(=C(C=C1)S(=O)(=O)N1C[C@H](N(CC1)C(=O)OC(C)(C)C)C)C (1,1-dimethylethyl (2R)-4-[(4-cyano-2-methylphenyl)sulfonyl]-2-methyl-1-piperazinecarboxylate), C(=O)(C(F)(F)F)O (TFA). The solvent is C(Cl)Cl (DCM), CO (MeOH). Product: CC=1C=C(C#N)C=CC1S(=O)(=O)N1C[C@H](NCC1)C (3-methyl-4-{[(3R)-3-methyl-1-piperazinyl]sulfonyl}benzonitrile). Yield: 95.7%. Reaction SMILES: [C:1]([C:3]1[CH:8]=[CH:7][C:6]([S:9]([N:12]2[CH2:17][CH2:16][N:15](C(OC(C)(C)C)=O)[C@H:14]([CH3:25])[CH2:13]2)(=[O:11])=[O:10])=[C:5]([CH3:26])[CH:4]=1)#[N:2].C(O)(C(F)(F)F)=O>C(Cl)Cl.CO>[CH3:26][C:5]1[CH:4]=[C:3]([CH:8]=[CH:7][C:6]=1[S:9]([N:12]1[CH2:17][CH2:16][NH:15][C@H:14]([CH3:25])[CH2:13]1)(=[O:11])=[O:10])[C:1]#[N:2]. Procedure: A solution of 1,1-dimethylethyl (2R)-4-[(4-cyano-2-methylphenyl)sulfonyl]-2-methyl-1-piperazinecarboxylate (may be prepared as described in Description 19) (3.24 g, 8.54 mmol) and TFA (7.00 ml, 91.0 mmol) in dry DCM (10 ml) was stirred at rt for 1 h, then concentrated under vacuum, azetroping with toluene (25 ml) to give an orange oil. This was redissolved in MeOH (10 ml) then applied to an SCX-2 cartridge (50 g), washing with MeOH. The product was eluted with 2M NH3 in MeOH; concentration under... Yields the product C(C)SC1=C(C=CC=C1)C1=NC=2C(=NC=C(C2)C2=CC=CC=C2)N1C (2-(2-ethylsulfanylphenyl)-3-methyl-6-phenyl-3H-imidazo[4,5-b]pyridine). Reagents/catalysts: C=1C=CC(=CC1)/C=C/C(=O)/C=C/C2=CC=CC=C2.C=1C=CC(=CC1)/C=C/C(=O)/C=C/C2=CC=CC=C2.C=1C=CC(=CC1)/C=C/C(=O)/C=C/C2=CC=CC=C2.[Pd].[Pd] (tris(dibenzylideneacetone)dipalladium(0)), C1(CCCCC1)P(C1=C(C=CC=C1)C1=C(C=CC=C1OC)OC)C1CCCCC1 (2-dicyclohexylphosphino-2′,6′-dimethoxybiphenyl). Solvent: O1CCOCC1 (1,4-dioxane). Procedure details: A mixture of 6-bromo-2-(2-ethylsulfanylphenyl)-3-methyl-3H-imidazo[4,5-b]pyridine (0.35 g), tripotassium phosphate (0.42 g), phenylboronic acid (0.13 g), 2-dicyclohexylphosphino-2′,6′-dimethoxybiphenyl (0.03 g), tris(dibenzylideneacetone)dipalladium(0) (0.01 g), and 1,4-dioxane (3 ml) was stirred with heating at 70° C. for 2 hours, and then heated to 90° C., and stirred with heating for further 2 hours. Into the reaction mixture cooled to room temperature, saturated aqueous ammonium chloride sol... As a reaction SMILES: Br[C:2]1[CH:3]=[C:4]2[N:10]=[C:9]([C:11]3[CH:16]=[CH:15][CH:14]=[CH:13][C:12]=3[S:17][CH2:18][CH3:19])[N:8]([CH3:20])[C:5]2=[N:6][CH:7]=1.P([O-])([O-])([O-])=O.[K+].[K+].[K+].[C:29]1(B(O)O)[CH:34]=[CH:33][CH:32]=[CH:31][CH:30]=1.[Cl-].[NH4+]>C1C=CC(/C=C/C(/C=C/C2C=CC=CC=2)=O)=CC=1.C1C=CC(/C=C/C(/C=C/C2C=CC=CC=2)=O)=CC=1.C1C=CC(/C=C/C(/C=C/C2C=CC=CC=2)=O)=CC=1.[Pd].[Pd].C1(P(C2CCCCC2)C2C=CC=CC=2C2C(OC)=CC=CC=2OC)CCCCC1.O1CCOCC1>[CH2:18]([S:17][C:12]1[CH:13]=[CH:14][CH:15]=[CH:16][C:11]=1[C:9]1[N:8]([CH3:20])[C:5]2=[N:6][CH:7]=[C:2]([C:29]3[CH:34]=[CH:33][CH:32]=[CH:31][CH:30]=3)[CH:3]=[C:4]2[N:10]=1)[CH3:19] |f:1.2.3.4,6.7,8.9.10.11.12|. Starting materials: BrC=1C=C2C(=NC1)N(C(=N2)C2=C(C=CC=C2)SCC)C (6-bromo-2-(2-ethylsulfanylphenyl)-3-methyl-3H-imidazo[4,5-b]pyridine), P(=O)([O-])([O-])[O-].[K+].[K+].[K+] (tripotassium phosphate), C1(=CC=CC=C1)B(O)O (phenylboronic acid), [Cl-].[NH4+] (ammonium chloride). Reaction conditions: temperature 70 celsius. The yield is 106.6%. Reactants: CC(C)(S(=O)(=O)C)C=1C=C2C=CC=NC2=C(C1)C=1C=C(C=CC1)C=1C(=CC(=CC1)C=O)C1=CC=C(C=C1)SC (3-{6-[1-methyl-1-(methylsulfonyl)ethyl]quinolin-8-yl}-4″-(methylthio)-1,1′:2′,1″-terphenyl-4′-carbaldehyde), [BH4-].[Na+] (NaBH4). The solvent is CCO.C1CCOC1 (EtOH THF). Run at temperature 0 celsius, time 1 hour. Yields the product CC(C)(S(=O)(=O)C)C=1C=C2C=CC=NC2=C(C1)C=1C=C(C=CC1)C=1C(=CC(=CC1)CO)C1=CC=C(C=C1)SC ([3-{6-[1-methyl-1-(methylsulfonyl)ethyl]quinolin-8-yl}-4″-(methylthio)-1,1′:2′,1″-terphenyl-4′-yl]methanol). Reaction SMILES: [CH3:1][C:2]([C:8]1[CH:9]=[C:10]2[C:15](=[C:16]([C:18]3[CH:19]=[C:20]([C:24]4[C:25]([C:32]5[CH:37]=[CH:36][C:35]([S:38][CH3:39])=[CH:34][CH:33]=5)=[CH:26][C:27]([CH:30]=[O:31])=[CH:28][CH:29]=4)[CH:21]=[CH:22][CH:23]=3)[CH:17]=1)[N:14]=[CH:13][CH:12]=[CH:11]2)([S:4]([CH3:7])(=[O:6])=[O:5])[CH3:3].[BH4-].[Na+]>CCO.C1COCC1>[CH3:3][C:2]([C:8]1[CH:9]=[C:10]2[C:15](=[C:16]([C:18]3[CH:19]=[C:20]([C:24]4[C:25]([C:32]5[CH:33]=[CH:34][C:35]([S:38][CH3:39])=[CH:36][CH:37]=5)=[CH:26][C:27]([CH2:30][OH:31])=[CH:28][CH:29]=4)[CH:21]=[CH:22][CH:23]=3)[CH:17]=1)[N:14]=[CH:13][CH:12]=[CH:11]2)([S:4]([CH3:7])(=[O:5])=[O:6])[CH3:1] |f:1.2,3.4|. Procedure: To a solution of aldehyde from step 2 in EtOH: THF (4:1, 0.05M) at 0° C. was added NaBH4 (1 eq). The reaction mixture was stirred 1 h at 0° C., quenched with a solution of NH4Cl and diluted with ether. The organic extracts were washed with brine, dried over Na2SO4, filtered and concentrated. The residue was purified by flash chromatography (hexane:EtOAc, 1:1 to 1:9) to afforded the title compound.